From a dataset of the Open Reaction Database (ORD), a public repository of structured organic reaction records. describe an organic reaction: reactants, conditions, products, and yield Starting materials: SC=1NC2=C(N1)C=CC=C2 (2-mercaptobenzimidazole), C(=O)([O-])[O-].[K+].[K+] (K2CO3), BrCC1=CC=C(C=C1)C(=O)O (α-bromo-4-toluic acid). Run in CN(C)C=O (DMF), CN(C)C=O (DMF). Run at time 4 hour. Product: C(=O)(O)C1=CC=C(CSC=2NC3=C(N2)C=CC=C3)C=C1 (2-(4-Carboxybenzylthio)benzimidazole). RXN SMILES: [SH:1][C:2]1[NH:3][C:4]2[CH:10]=[CH:9][CH:8]=[CH:7][C:5]=2[N:6]=1.C([O-])([O-])=O.[K+].[K+].Br[CH2:18][C:19]1[CH:24]=[CH:23][C:22]([C:25]([OH:27])=[O:26])=[CH:21][CH:20]=1>CN(C=O)C>[C:25]([C:22]1[CH:23]=[CH:24][C:19]([CH2:18][S:1][C:2]2[NH:3][C:4]3[CH:10]=[CH:9][CH:8]=[CH:7][C:5]=3[N:6]=2)=[CH:20][CH:21]=1)([OH:27])=[O:26] |f:1.2.3|. Procedure details: 4.6 g (30 mmol) of 2-mercaptobenzimidazole were initially introduced into 60 ml of dry DMF, 8.3 g (60 mmol) of K2CO3 were added, and a solution of 6.7 g (31 mmol) of α-bromo-4-toluic acid in 15 ml of dry DMF was added dropwise at room temperature. After 4 hours, a solid residue was filtered off with suction, the DMF was removed in vacuo, and the residue was taken up in aqueous hydrochloric acid at pH 2. Crystals of the title compound separated out, and these were washed with water, methanol and ...